This data is from the Open Reaction Database (ORD), a public repository of structured organic reaction records. The task is: describe an organic reaction: reactants, conditions, products, and yield Starting materials: Cc1cn(C2([SiH](C)C)CC(OC(C)(C)C)C(CO)(COS(C)(=O)=O)O2)c(=O)[nH]c1=O, Cc1cn(C2([SiH](C)C)OC(CO)(CI)C(O)C2C(C)(C)C)c(=O)[nH]c1=O, CC(=O)CCC(C)=O, [I-], [Na+]. The product is Cc1c[nH]c(=O)[nH]c1=O. As a reaction SMILES: [C:1]([O:2][CH:3]1[C:4]([CH2:5][O:6][S:7]([CH3:8])(=[O:9])=[O:10])([CH2:11][OH:12])[O:13][C:14]([SiH:15]([CH3:16])[CH3:17])([n:19]2[c:20](=[O:21])[nH:22][c:23](=[O:24])[c:25]([CH3:26])[cH:27]2)[CH2:18]1)([CH3:28])([CH3:29])[CH3:30].[C:33]([CH:34]1[CH:35]([OH:36])[C:37]([CH2:38][I:39])([CH2:40][OH:41])[O:42][C:43]1([SiH:44]([CH3:45])[CH3:46])[n:47]1[cH:48][c:49]([CH3:50])[c:51](=[O:52])[nH:53][c:54]1=[O:55])([CH3:56])([CH3:57])[CH3:58].[CH3:59][C:60](=[O:61])[CH2:62][CH2:63][C:64](=[O:65])[CH3:66].[I-:31].[Na+:32]>>[nH:19]1[c:20](=[O:21])[nH:22][c:23](=[O:24])[c:25]([CH3:26])[cH:27]1. The reactants are C(C)C(C(=O)Cl)(C(=O)Cl)C (2-ethyl-2-methylmalonyl dichloride), ClC1=C(C=CC=C1)CNO (N-(2-chlorophenylmethyl)hydroxylamine), N1=CC=CC=C1 (pyridine). Solvent: C(Cl)Cl (methylene chloride). Yields the product ClC1=C(C=CC=C1)CN1OC(C(C1=O)(C)CC)=O (2-[(2-chlorophenyl)methyl]-4-ethyl-4-methylisoxazolidine-3,5-dione). Isolated yield 68.1%. RXN SMILES: [CH2:1]([C:3]([CH3:10])([C:7](Cl)=[O:8])[C:4](Cl)=[O:5])[CH3:2].[Cl:11][C:12]1[CH:17]=[CH:16][CH:15]=[CH:14][C:13]=1[CH2:18][NH:19][OH:20].N1C=CC=CC=1>C(Cl)Cl>[Cl:11][C:12]1[CH:17]=[CH:16][CH:15]=[CH:14][C:13]=1[CH2:18][N:19]1[C:4](=[O:5])[C:3]([CH2:1][CH3:2])([CH3:10])[C:7](=[O:8])[O:20]1. Reported procedure: This compound was prepared in the manner of Example IV, using 8.2 grams (0.045 mole) of 2-ethyl-2-methylmalonyl dichloride, 7.1 grams (0.045 mole) of N-(2-chlorophenylmethyl)hydroxylamine and 16 ml of pyridine in 184 ml of methylene chloride. After purification on a silica gel column, 8.2 grams of 2-[(2-chlorophenyl)methyl]-4-ethyl-4-methylisoxazolidine-3,5-dione were obtained as an oil. The nmr and the ir spectra were consistent with the assigned structure.